Dataset: the Open Reaction Database (ORD), a public repository of structured organic reaction records. Task: describe an organic reaction: reactants, conditions, products, and yield The reactants are CCOC(C)=O, O=[N+]([O-])c1cccc2c1cnn2C1CCCCO1. Yields the product Nc1cccc2c1cnn2C1CCCCO1. RXN SMILES: [CH3:19][CH2:20][O:21][C:22]([CH3:23])=[O:24].[N+:1]([O-:2])(=[O:3])[c:4]1[c:5]2[cH:6][n:7][n:8]([CH:13]3[O:14][CH2:15][CH2:16][CH2:17][CH2:18]3)[c:9]2[cH:10][cH:11][cH:12]1>>[NH2:1][c:4]1[c:5]2[cH:6][n:7][n:8]([CH:13]3[O:14][CH2:15][CH2:16][CH2:17][CH2:18]3)[c:9]2[cH:10][cH:11][cH:12]1.